This data is from the Open Reaction Database (ORD), a public repository of structured organic reaction records. The task is: describe an organic reaction: reactants, conditions, products, and yield Reactants: N1C=NC=C1 (Imidazole), [Cl-].C(C)(C)(C)[SiH](C)C (tert-butyl(dimethyl)silane chloride), C1(=CC(=CC=C1)CO)CO (1,3-benzenedimethanol). Run in CCOCC (ether), CN(C=O)C (dimethylformamide). Conditions: time 12 hour. The product is [Si](C)(C)(C(C)(C)C)OCC=1C=C(C=CC1)CO ([3-({[tert-Butyl(dimethyl)silyl]oxy}methyl)phenyl]methanol). As a reaction SMILES: [C:1]1([CH2:9][OH:10])[CH:6]=[CH:5][CH:4]=[C:3]([CH2:7][OH:8])[CH:2]=1.N1C=CN=C1.[Cl-].[C:17]([SiH:21]([CH3:23])[CH3:22])([CH3:20])([CH3:19])[CH3:18]>CN(C)C=O.CCOCC>[Si:21]([O:8][CH2:7][C:3]1[CH:2]=[C:1]([CH2:9][OH:10])[CH:6]=[CH:5][CH:4]=1)([C:17]([CH3:20])([CH3:19])[CH3:18])([CH3:23])[CH3:22] |f:2.3|. Reported procedure: A solution of 1,3-benzenedimethanol (2 g; 14.47 mmol) in 50 ml of dimethylformamide is stirred at ambient temperature. Imidazole (1.97 g; 28.94 mmol) and tert-butyl(dimethyl)silane chloride (2.18 g; 14.47 mmol) are added in succession. After stirring for 12 hours, the reaction mixture is diluted with ether and washed with a saturated aqueous sodium chloride solution. After extraction, the ethereal phase is dried over magnesium sulphate and concentrated to yield the expected compound. Reactants: O=P(Cl)(Cl)Cl, O=c1ccc(Sc2ccccc2)c[nH]1. The product is Clc1ccc(Sc2ccccc2)cn1. As a reaction SMILES: [P:15]([Cl:16])([Cl:17])([Cl:18])=[O:19].[c:1]1([S:7][c:8]2[cH:9][cH:10][c:11](=[O:14])[nH:12][cH:13]2)[cH:2][cH:3][cH:4][cH:5][cH:6]1>>[c:1]1([S:7][c:8]2[cH:9][cH:10][c:11]([Cl:17])[n:12][cH:13]2)[cH:2][cH:3][cH:4][cH:5][cH:6]1.